Task: describe an organic reaction: reactants, conditions, products, and yield. Dataset: the Open Reaction Database (ORD), a public repository of structured organic reaction records Reactants: C1N2CN3CN1CN(C2)C3, CC(=O)O, CC(C)c1cccc(C(C)C)c1N, O. Yields the product CC(C)c1cc(C=O)cc(C(C)C)c1N. As a reaction SMILES: [CH2:14]1[N:15]2[CH2:16][N:17]3[CH2:18][N:19]([CH2:20]2)[CH2:21][N:22]1[CH2:23]3.[CH3:24][C:25]([OH:26])=[O:27].[CH:1]([CH3:2])([CH3:3])[c:4]1[c:5]([NH2:6])[c:7]([CH:11]([CH3:12])[CH3:13])[cH:8][cH:9][cH:10]1.[OH2:28]>>[CH:1]([CH3:2])([CH3:3])[c:4]1[c:5]([NH2:6])[c:7]([CH:11]([CH3:12])[CH3:13])[cH:8][c:9]([CH:25]=[O:26])[cH:10]1. The reactants are C([O-])([O-])=O.[K+].[K+] (potassium carbonate), BrC=1C=C2C(=CN(C(C2=CC1)=O)CC(COC(C(C)(C)C)=O)(C)C)CN1[C@@H](CN(CC1)C(=O)OC(C)(C)C)C ((3R)-tert-butyl 4-((6-bromo-2-(2,2-dimethyl-3-(pivaloyloxy)propyl)-1-oxo-1,2-dihydroisoquinolin-4-yl)methyl)-3-methylpiperazine-1-carboxylate), Pd-118, C1(CC1)NC(C1=CC(=C(C(=C1)B1OC(C(O1)(C)C)(C)C)C)F)=O (N-cyclopropyl-3-fluoro-4-methyl-5-(4,4,5,5-tetramethyl-1,3,2-dioxaborolan-2-yl)benzamide). The solvent is [Cl-].[Na+].O (brine), O (water), C(C)#N (acetonitrile), C(C)#N (acetonitrile). Conditions: temperature 70 celsius, time 5 minute. The product is C1(CC1)NC(=O)C=1C=C(C(=C(C1)C=1C=C2C(=CN(C(C2=CC1)=O)CC(COC(C(C)(C)C)=O)(C)C)CN1[C@@H](CN(CC1)C(=O)OC(C)(C)C)C)C)F ((3R)-tert-Butyl 4-((6-(5-(cyclopropylcarbamoyl)-3-fluoro-2-methylphenyl)-2-(2,2-dimethyl-3-(pivaloyloxy)propyl)-1-oxo-1,2-dihydroisoquinolin-4-yl)methyl)-3-methylpiperazine-1-carboxylate). Yield: 74.9%. Reaction SMILES: [CH:1]1([NH:4][C:5](=[O:23])[C:6]2[CH:11]=[C:10](B3OC(C)(C)C(C)(C)O3)[C:9]([CH3:21])=[C:8]([F:22])[CH:7]=2)[CH2:3][CH2:2]1.C(=O)([O-])[O-].[K+].[K+].Br[C:31]1[CH:32]=[C:33]2[C:38](=[CH:39][CH:40]=1)[C:37](=[O:41])[N:36]([CH2:42][C:43]([CH3:53])([CH3:52])[CH2:44][O:45][C:46](=[O:51])[C:47]([CH3:50])([CH3:49])[CH3:48])[CH:35]=[C:34]2[CH2:54][N:55]1[CH2:60][CH2:59][N:58]([C:61]([O:63][C:64]([CH3:67])([CH3:66])[CH3:65])=[O:62])[CH2:57][C@H:56]1[CH3:68]>C(#N)C.O.[Cl-].[Na+].O>[CH:1]1([NH:4][C:5]([C:6]2[CH:7]=[C:8]([F:22])[C:9]([CH3:21])=[C:10]([C:31]3[CH:32]=[C:33]4[C:38](=[CH:39][CH:40]=3)[C:37](=[O:41])[N:36]([CH2:42][C:43]([CH3:52])([CH3:53])[CH2:44][O:45][C:46](=[O:51])[C:47]([CH3:49])([CH3:50])[CH3:48])[CH:35]=[C:34]4[CH2:54][N:55]3[CH2:60][CH2:59][N:58]([C:61]([O:63][C:64]([CH3:67])([CH3:66])[CH3:65])=[O:62])[CH2:57][C@H:56]3[CH3:68])[CH:11]=2)=[O:23])[CH2:2][CH2:3]1 |f:1.2.3,7.8.9|. Procedure: Pd-118 (0.688 g) was stirred in acetonitrile (80 mL) under nitrogen and after 5 min, N-cyclopropyl-3-fluoro-4-methyl-5-(4,4,5,5-tetramethyl-1,3,2-dioxaborolan-2-yl)benzamide (9.26 g) was added. After 5 min, a solution of potassium carbonate (7.29 g) in water (80 mL) was added and after 10 min, a solution of (3R)-tert-butyl 4-((6-bromo-2-(2,2-dimethyl-3-(pivaloyloxy)propyl)-1-oxo-1,2-dihydroisoquinolin-4-yl)methyl)-3-methylpiperazine-1-carboxylate (16 g) in acetonitrile (80 mL) was added and the ... Starting materials: OC1=CC=C2C(C(=COC2=C1)C1=CC=CC=C1)=O (7-Hydroxy-3-phenylchromone), C(Cl)C1CO1 (epichlorohydrin). Run in C(C)(C)O (isopropyl alcohol). Product: O1C(COC2=CC=C3C(C(=COC3=C2)C2=CC=CC=C2)=O)C1 (7-(2,3-Epoxypropoxy)-3-phenylchromone). RXN SMILES: [OH:1][C:2]1[CH:11]=[C:10]2[C:5]([C:6](=[O:18])[C:7]([C:12]3[CH:17]=[CH:16][CH:15]=[CH:14][CH:13]=3)=[CH:8][O:9]2)=[CH:4][CH:3]=1.[CH2:19]([CH:21]1[O:23][CH2:22]1)Cl>C(O)(C)C>[O:23]1[CH2:22][CH:21]1[CH2:19][O:1][C:2]1[CH:11]=[C:10]2[C:5]([C:6](=[O:18])[C:7]([C:12]3[CH:17]=[CH:16][CH:15]=[CH:14][CH:13]=3)=[CH:8][O:9]2)=[CH:4][CH:3]=1. Procedure details: 7-Hydroxy-3-phenylchromone and epichlorohydrin were reacted according to general procedure A, and the product obtained was white prisms, m.p. 151°-152° (83% crude yield) from isopropyl alcohol. Starting materials: gum, C1(CC(C(CC1)C(C)C)O)C (menthol), C([C@@H]1[C@@H]([C@@H]([C@H]([C@@H](O1)O[C@@H]2[C@H](O[C@@]([C@H]2O)(CO)O)CO)O)O)O)O (lactitol). The product is OC[C@H](O)[C@@H](O)[C@H](O)[C@H](O)CO (sorbitol). The yield is 31.3%. RXN SMILES: [CH2:1]([OH:23])[C@H:2]1[O:7][C@@H:6]([O:8][C@H]2[C@H](O)[C@@](O)(CO)O[C@@H]2CO)[C@H:5]([OH:20])[C@@H:4]([OH:21])[C@H:3]1[OH:22].C1(C)CCC(C(C)C)C(O)C1>>[OH:8][CH2:6][C@@H:5]([C@H:4]([C@@H:3]([C@@H:2]([CH2:1][OH:23])[OH:7])[OH:22])[OH:21])[OH:20]. Procedure: After softening 2 kg of gum base by heating, the gum base was added with 6 kg of a crystalline lactitol powder, 160 g of a sweetener, obtained similarly as in EXAMPLE 2, 1 kg of crystalline sorbitol powder, and small amounts of menthol and coloring agent. Thereafter, the mixture was kneaded sufficiently with the use of a roller, and the resultant was shaped into the titled product, in the usual way. The solvent is CCOCC (ether), CCOCC (ether). RXN SMILES: [CH2:1]1[O:5][CH2:4][O:3][CH:2]1[CH2:6][OH:7].N1C=CC=CC=1.Cl[C:15]([O:17][CH2:18][Cl:19])=[O:16]>CCOCC>[C:15](=[O:16])([O:7][CH:6]1[CH2:2][O:3][CH2:4][O:5][CH2:1]1)[O:17][CH2:18][Cl:19]. The reactants are N1=CC=CC=C1 (pyridine), C1C(OCO1)CO (Glycerol formal), ClC(=O)OCCl (chloromethyl chloroformate). Conditions: time 20 hour. Yields the product C(OCCl)(OC1COCOC1)=O (chloromethyl (1,3-dioxan-5-yl) carbonate). Procedure details: Glycerol formal (14 g) was dissolved in anhydrous ether (400 ml) and, after adding pyridine (15 g) at −10° C., a solution of chloromethyl chloroformate (25 g) in anhydrous ether (50 ml) was added dropwise over the period of 10 minutes. After the reaction solution was stirred at room temperature for 20 hours, the deposited pyridine hydrochloride was removed by filtration. The filtrate was washed with a saturated sodium chloride aqueous solution (400 ml×2), and then dried over anhydrous magnesium ... Yield: 6.4%. Reactants: OC1=C(C(=CC(=C1[C@H]1[C@@H](N(CC1)C)CO)OC)OC)C(C)=O ((−)-trans-1-[2-Hydroxy-3-(2-hydroxymethyl-1-methyl-pyrrolidin-3-yl)-4,6-dimethoxyphenyl]-1-ethanone), ClC1=C(C(=O)OC)C=CC=C1 (methyl 2-chlorobenzoate), [H-].[Na+] (NaH). Solvent: CN(C)C=O (DMF). The product is ClC1=C(C=CC=C1)C=1OC2=C(C(=CC(=C2C(C1)=O)OC)OC)[C@H]1[C@@H](N(CC1)C)CO ((+)-trans-2-(2-Chloro-phenyl)-8-(2-hydroxymethyl-1-methyl-pyrrolidin-3-yl)-5,7-dimethoxy-chromen-4-one). RXN SMILES: [OH:1][C:2]1[C:7]([C@@H:8]2[CH2:12][CH2:11][N:10]([CH3:13])[C@H:9]2[CH2:14][OH:15])=[C:6]([O:16][CH3:17])[CH:5]=[C:4]([O:18][CH3:19])[C:3]=1[C:20](=[O:22])[CH3:21].[Cl:23][C:24]1[CH:33]=[CH:32][CH:31]=[CH:30][C:25]=1[C:26](OC)=O.[H-].[Na+]>CN(C=O)C>[Cl:23][C:24]1[CH:33]=[CH:32][CH:31]=[CH:30][C:25]=1[C:26]1[O:1][C:2]2[C:3]([C:20](=[O:22])[CH:21]=1)=[C:4]([O:18][CH3:19])[CH:5]=[C:6]([O:16][CH3:17])[C:7]=2[C@@H:8]1[CH2:12][CH2:11][N:10]([CH3:13])[C@H:9]1[CH2:14][OH:15] |f:2.3|. Reported procedure: Compound(5) was converted into (−)-trans-1-[2-Hydroxy-3-(2-hydroxymethyl-1-methyl-pyrrolidin-3-yl)-4,6-dimethoxyphenyl]-1-ethanone(compound(10) using the procedures described in examples 6 & 7. Compound(10) (0.75 g, 2.4 mmol), was reacted with methyl 2-chlorobenzoate (1.36 g, 7.9 mmol) in dry DMF (15 mL) in the presence of NaH (50%, 0.582 g, 12.9 mmol), using the procedure described in example 8 to get the title compound(11).